This data is from the Open Reaction Database (ORD), a public repository of structured organic reaction records. The task is: describe an organic reaction: reactants, conditions, products, and yield Reactants: CCC1(c2cncn2Cc2ccccc2)Cc2ccc(F)cc2C1, CCO, O=C[O-], [NH4+]. Product: CCC1(c2c[nH]cn2)Cc2ccc(F)cc2C1. Reaction SMILES: [CH2:1]([c:2]1[cH:3][cH:4][cH:5][cH:6][cH:7]1)[n:8]1[cH:9][n:10][cH:11][c:12]1[C:13]1([CH2:23][CH3:24])[CH2:14][c:15]2[cH:16][cH:17][c:18]([F:22])[cH:19][c:20]2[CH2:21]1.[CH3:29][CH2:30][OH:31].[CH:25]([O-:26])=[O:27].[NH4+:28]>>[n:8]1[cH:9][nH:10][cH:11][c:12]1[C:13]1([CH2:23][CH3:24])[CH2:14][c:15]2[cH:16][cH:17][c:18]([F:22])[cH:19][c:20]2[CH2:21]1. Starting materials: BrC1=COC2=C1C=NC(=C2O[C@H](C)C2=C(C(=CC=C2Cl)F)Cl)N (3-Bromo-7-[(R)-1-(2,6-dichloro-3-fluorophenyl)ethoxy]furo[3,2-c]pyridin-6-ylamine), C(C)(C)(C)OC(NC1CC(=CCC1)B1OC(C(O1)(C)C)(C)C)=O ([3-(4,4,5,5-Tetramethyl[1,3,2]dioxaborolan-2-yl)-cyclohex-3-enyl]-carbamic acid tert-butyl ester), C(C)(C)(C)OC(NC1C=C(CCC1)B1OC(C(O1)(C)C)(C)C)=O ([3-(4,4,5,5-Tetramethyl-[1,3,2]dioxaborolan-2-yl)-cyclohex-2-enyl]-carbamic acid tert-butyl ester). Product: NC1CCC=C(C1)C1=COC2=C1C=NC(=C2O[C@H](C)C2=C(C(=CC=C2Cl)F)Cl)N (3-(5-Aminocyclohex-1-enyl)-7-[(R)-1-(2,6-dichloro-3-fluoro-phenyl)ethoxy]furo[3,2-c]pyridin-6-ylamine). Reaction SMILES: Br[C:2]1[C:6]2[CH:7]=[N:8][C:9]([NH2:23])=[C:10]([O:11][C@@H:12]([C:14]3[C:19]([Cl:20])=[CH:18][CH:17]=[C:16]([F:21])[C:15]=3[Cl:22])[CH3:13])[C:5]=2[O:4][CH:3]=1.C(OC(=O)[NH:30][CH:31]1[CH2:36][CH2:35][CH:34]=[C:33](B2OC(C)(C)C(C)(C)O2)[CH2:32]1)(C)(C)C.C(OC(=O)NC1CCCC(B2OC(C)(C)C(C)(C)O2)=C1)(C)(C)C>>[NH2:30][CH:31]1[CH2:32][C:33]([C:2]2[C:6]3[CH:7]=[N:8][C:9]([NH2:23])=[C:10]([O:11][C@@H:12]([C:14]4[C:19]([Cl:20])=[CH:18][CH:17]=[C:16]([F:21])[C:15]=4[Cl:22])[CH3:13])[C:5]=3[O:4][CH:3]=2)=[CH:34][CH2:35][CH2:36]1. Procedure: The title compound was prepared according to General procedure A with starting material 3-Bromo-7-[(R)-1-(2,6-dichloro-3-fluorophenyl)ethoxy]furo[3,2-c]pyridin-6-ylamine and the mixture of [3-(4,4,5,5-Tetramethyl[1,3,2]dioxaborolan-2-yl)-cyclohex-3-enyl]-carbamic acid tert-butyl ester and [3-(4,4,5,5-Tetramethyl-[1,3,2]dioxaborolan-2-yl)-cyclohex-2-enyl]-carbamic acid tert-butyl ester. 1H-NMR (CD3OD, 400 MHz): δ=1.43-1.59 (m, 1H), 1.86 (d, J=6.8 Hz, 3H), 1.89-1.98 (m, 1H), 2.08-2.22 (m, 1H), 2.2... Reactants: CCOc1nc(CC)c(CNC(=O)C(CC(C)C)SC(C)=O)n1Cc1ccc(-c2ccccc2C(=O)O)cc1F, CC(=O)O, CO, O, OC(CS)C(O)CS. Yields the product CCOc1nc(CC)c(CNC(=O)C(S)CC(C)C)n1Cc1ccc(-c2ccccc2C(=O)O)cc1F. Reaction SMILES: [C:1](=[O:2])([CH3:3])[S:4][CH:5]([C:6](=[O:7])[NH:8][CH2:9][c:10]1[c:11]([CH2:35][CH3:36])[n:12][c:13]([O:32][CH2:33][CH3:34])[n:14]1[CH2:15][c:16]1[c:17]([F:31])[cH:18][c:19](-[c:22]2[c:23]([C:28](=[O:29])[OH:30])[cH:24][cH:25][cH:26][cH:27]2)[cH:20][cH:21]1)[CH2:37][CH:38]([CH3:39])[CH3:40].[C:49]([OH:50])(=[O:51])[CH3:52].[CH3:54][OH:55].[OH2:53].[SH:41][CH2:42][CH:43]([OH:44])[CH:45]([OH:46])[CH2:47][SH:48]>>[SH:4][CH:5]([C:6](=[O:7])[NH:8][CH2:9][c:10]1[c:11]([CH2:35][CH3:36])[n:12][c:13]([O:32][CH2:33][CH3:34])[n:14]1[CH2:15][c:16]1[c:17]([F:31])[cH:18][c:19](-[c:22]2[c:23]([C:28](=[O:29])[OH:30])[cH:24][cH:25][cH:26][cH:27]2)[cH:20][cH:21]1)[CH2:37][CH:38]([CH3:39])[CH3:40]. The reactants are [OH-].[K+] (Potassium hydroxide), ice water, C1(=CC=CC=C1)C=1NC=C(N1)C1=CC=C(C=C1)OC (2-phenyl-4-(4-methoxyphenyl)imidazole), BrCCCC (bromobutane). Solvent: CS(=O)C (DMSO), CS(=O)C (DMSO). Reaction conditions: time 24 hour. Product: C(CCC)N1C(=NC(=C1)C1=CC=C(C=C1)OC)C1=CC=CC=C1 (3-Butyl-5-(4-methoxy-phenyl)-2-phenyl-3H-imidazole). As a reaction SMILES: [OH-].[K+].[C:3]1([C:9]2[NH:10][CH:11]=[C:12]([C:14]3[CH:19]=[CH:18][C:17]([O:20][CH3:21])=[CH:16][CH:15]=3)[N:13]=2)[CH:8]=[CH:7][CH:6]=[CH:5][CH:4]=1.Br[CH2:23][CH2:24][CH2:25][CH3:26]>CS(C)=O>[CH2:23]([N:10]1[CH:11]=[C:12]([C:14]2[CH:15]=[CH:16][C:17]([O:20][CH3:21])=[CH:18][CH:19]=2)[N:13]=[C:9]1[C:3]1[CH:4]=[CH:5][CH:6]=[CH:7][CH:8]=1)[CH2:24][CH2:25][CH3:26] |f:0.1|. Procedure details: Potassium hydroxide (4.36, 76 mmol, 1.3 eq.) is suspended in 40 ml of anhydrous DMSO, to the suspension is added a solution 2-phenyl-4-(4-methoxyphenyl)imidazole (15.02, 60 mmol) and bromobutane (8.63 g, 63 mmol, 1.05 eq.) in 80 ml of DMSO at room temperature over 2 h, the resulting mixture is stirred over 24 h, and then poured into 400 ml of ice-water, extracted with ethyl acetate (100 ml×4), washed with water and brine, dried over anhydrous sodium sulfate. The solvent is evaporated and the pro... The reactants are CC(C)(C)OC(=O)c1ccc(Oc2ccc(F)cc2F)cc1NC(=O)c1ccccc1, O=C(O)C(F)(F)F. Product: O=C(Nc1cc(Oc2ccc(F)cc2F)ccc1C(=O)O)c1ccccc1. Reaction SMILES: [C:8]([c:9]1[cH:10][cH:11][cH:12][cH:13][cH:14]1)(=[O:15])[NH:16][c:17]1[c:18]([C:19](=[O:20])[O:21][C:22]([CH3:23])([CH3:24])[CH3:25])[cH:26][cH:27][c:28]([O:30][c:31]2[c:32]([F:38])[cH:33][c:34]([F:37])[cH:35][cH:36]2)[cH:29]1.[OH:1][C:2]([C:3]([F:4])([F:5])[F:6])=[O:7]>>[C:8]([c:9]1[cH:10][cH:11][cH:12][cH:13][cH:14]1)(=[O:15])[NH:16][c:17]1[c:18]([C:19](=[O:20])[OH:21])[cH:26][cH:27][c:28]([O:30][c:31]2[c:32]([F:38])[cH:33][c:34]([F:37])[cH:35][cH:36]2)[cH:29]1. Starting materials: C(C)OC=CC(C(F)(F)F)=O (4-ethoxy-1,1,1-trifluorobut-3-en-2-one), C(C)(=O)[O-].[NH4+] (Ammonium acetate), CSCC=CN1CCCC1 (1-[3-(methylthio)prop-1-enyl]pyrrolidine). Run in C(C)#N (acetonitrile). Conditions: temperature 0 celsius, time 2 hour. The product is EtOAc Hexanes, CSCC=1C=CC(=NC1)C(F)(F)F (5-[(methylthio)methyl]-2-(trifluoromethyl)pyridine). The yield is 85.2%. RXN SMILES: C(O[CH:4]=[CH:5][C:6](=O)[C:7]([F:10])([F:9])[F:8])C.[CH3:12][S:13][CH2:14][CH:15]=[CH:16][N:17]1CCCC1.C([O-])(=O)C.[NH4+]>C(#N)C>[CH3:12][S:13][CH2:14][C:15]1[CH:4]=[CH:5][C:6]([C:7]([F:8])([F:9])[F:10])=[N:17][CH:16]=1 |f:2.3|. Reported procedure: To a dry 1 L round bottom flask equipped with a magnetic stir bar, liquid addition funnel, thermometer, and nitrogen inlet were added 4-ethoxy-1,1,1-trifluorobut-3-en-2-one (M) (67.4 g, 401 mmol) and 133 mL of anhydrous acetonitrile, and the resulting solution was cooled to 0° C. in an ice bath. To this solution was added 1-[3-(methylthio)prop-1-enyl]pyrrolidine (L) (63.0 g, 401 mmol, dissolved in 50 mL of anhydrous acetonitrile) dropwise via the addition funnel at a rate which maintained the re... RXN SMILES: [C:1]([C:3]1[CH:4]=[C:5]2[C:10](=[CH:11][CH:12]=1)[C:9](=O)[CH2:8][CH2:7][C:6]2([CH3:15])[CH3:14])#[CH:2].BrC1C=C2C(CCCC2(C)C)=CC=1>>[CH2:1]([C:3]1[CH:4]=[C:5]2[C:10]([CH2:9][CH2:8][CH2:7][C:6]2([CH3:14])[CH3:15])=[CH:11][CH:12]=1)[CH3:2]. Procedure details: Employing the same general procedure as for the preparation of 6-ethynyl-3,4-dihydro-4,4-dimethyl-naphthalen-1(2H)-one (Compound K), 2.1 g (8.8 mmol) of 7-bromo-1,1-dimethyl-1,2,3,4-tetrahydronaphthalene was converted into the title compound using 10 ml (93.9 mmol) of trimethylsilyl acetylene, 1.25 g (1.8 mmol) of bis(triphenylphosphine)palladium(II) chloride, 0.53 g (2.8 mmol) of cuprous iodide and 10 ml (20.0 mmol) of K2CO3 (2M solution in methanol). Reactants: C(#C)C=1C=C2C(CCC(C2=CC1)=O)(C)C (6-ethynyl-3,4-dihydro-4,4-dimethyl-naphthalen-1(2H)-one), C(#C)C=1C=C2C(CCC(C2=CC1)=O)(C)C (6-ethynyl-3,4-dihydro-4,4-dimethyl-naphthalen-1(2H)-one), BrC1=CC=C2CCCC(C2=C1)(C)C (7-bromo-1,1-dimethyl-1,2,3,4-tetrahydronaphthalene). Yields the product C(C)C1=CC=C2CCCC(C2=C1)(C)C (7-Ethyl-1,2,3,4-tetrahydro-1,1-dimethylnaphthalene).